This data is from the Open Reaction Database (ORD), a public repository of structured organic reaction records. The task is: describe an organic reaction: reactants, conditions, products, and yield The reactants are c1ccc2c(c1)CCNC2, CCN=C=NCCCN(C)C, ClCCl, Cl, O=C(O)CN1CCC(c2ccccc2)(c2ccccc2)C1=O. Product: O=C(CN1CCC(c2ccccc2)(c2ccccc2)C1=O)N1CCc2ccccc2C1. RXN SMILES: [CH2:1]1[NH:2][CH2:3][CH2:4][c:5]2[cH:6][cH:7][cH:8][cH:9][c:10]21.[CH2:34]([N:35]=[C:36]=[N:37][CH2:38][CH2:39][CH2:40][N:41]([CH3:42])[CH3:43])[CH3:44].[Cl:45][CH2:46][Cl:47].[ClH:33].[O:11]=[C:12]1[N:13]([CH2:29][C:30](=[O:31])[OH:32])[CH2:14][CH2:15][C:16]1([c:17]1[cH:18][cH:19][cH:20][cH:21][cH:22]1)[c:23]1[cH:24][cH:25][cH:26][cH:27][cH:28]1>>[CH2:1]1[N:2]([C:30]([CH2:29][N:13]2[C:12](=[O:11])[C:16]([c:17]3[cH:18][cH:19][cH:20][cH:21][cH:22]3)([c:23]3[cH:24][cH:25][cH:26][cH:27][cH:28]3)[CH2:15][CH2:14]2)=[O:31])[CH2:3][CH2:4][c:5]2[cH:6][cH:7][cH:8][cH:9][c:10]21. The reactants are CCCCCc1ccc(C#CC(C)(C)O)cc1, Cc1ccccc1, [H-], [Na+], O. The product is C#Cc1ccc(CCCCC)cc1. RXN SMILES: [CH3:1][C:2]([C:3]#[C:4][c:5]1[cH:6][cH:7][c:8]([CH2:11][CH2:12][CH2:13][CH2:14][CH3:15])[cH:9][cH:10]1)([OH:16])[CH3:17].[CH3:21][c:22]1[cH:23][cH:24][cH:25][cH:26][cH:27]1.[H-:18].[Na+:19].[OH2:20]>>[CH:3]#[C:4][c:5]1[cH:6][cH:7][c:8]([CH2:11][CH2:12][CH2:13][CH2:14][CH3:15])[cH:9][cH:10]1. The reactants are [Al+3], CN1CCNC(c2ccccc2)C1=O, [H-], [H-], [H-], [H-], [Li+], C1CCOC1. Product: CN1CCNC(c2ccccc2)C1. As a reaction SMILES: [Al+3:2].[CH3:7][N:8]1[C:9](=[O:20])[CH:10]([c:14]2[cH:15][cH:16][cH:17][cH:18][cH:19]2)[NH:11][CH2:12][CH2:13]1.[H-:1].[H-:4].[H-:5].[H-:6].[Li+:3].[O:21]1[CH2:22][CH2:23][CH2:24][CH2:25]1>>[CH3:7][N:8]1[CH2:9][CH:10]([c:14]2[cH:15][cH:16][cH:17][cH:18][cH:19]2)[NH:11][CH2:12][CH2:13]1. The reactants are Nc1cccc(Br)c1N, CC(C)CCn1c(CO)nc2cc(Br)ccc21. Product: OCc1nc2cc(Br)ccc2[nH]1. As a reaction SMILES: [Br:18][c:19]1[c:20]([NH2:21])[c:22]([NH2:23])[cH:24][cH:25][cH:26]1.[Br:1][c:2]1[cH:3][c:4]2[c:5]([n:6]([CH2:11][CH2:12][CH:13]([CH3:14])[CH3:15])[c:7]([CH2:9][OH:10])[n:8]2)[cH:16][cH:17]1>>[Br:1][c:2]1[cH:3][c:4]2[c:5]([nH:6][c:7]([CH2:9][OH:10])[n:8]2)[cH:16][cH:17]1. Starting materials: O[C@@H](CNC1CCN(CC1)C1=CC=C(NC(=O)NCC(=O)OCC)C=C1)C1=CC(=C(C=C1)O)NS(=O)(=O)C (Ethyl {[(4-{4-[((2R)-2-hydroxy-2-{4-hydroxy-3-[(methylsulfonyl)amino]phenyl}-ethyl)amino]-1-piperidineyl}anilino)carbonyl]amino}acetate), [OH-].[Na+] (NaOH). The product is O[C@@H](CNC1CCN(CC1)C1=CC=C(NC(=O)NCC(=O)O)C=C1)C1=CC(=C(C=C1)O)NS(=O)(=O)C ({[(4-{4-[((2R)-2-Hydroxy-2-{4-hydroxy-3-[(methylsulfonyl)amino]phenyl}ethyl)amino]-1-piperidineyl}anilino)carbonyl]amino}acetic acid). As a reaction SMILES: [OH:1][C@H:2]([C:27]1[CH:32]=[CH:31][C:30]([OH:33])=[C:29]([NH:34][S:35]([CH3:38])(=[O:37])=[O:36])[CH:28]=1)[CH2:3][NH:4][CH:5]1[CH2:10][CH2:9][N:8]([C:11]2[CH:26]=[CH:25][C:14]([NH:15][C:16]([NH:18][CH2:19][C:20]([O:22]CC)=[O:21])=[O:17])=[CH:13][CH:12]=2)[CH2:7][CH2:6]1.[OH-].[Na+]>>[OH:1][C@H:2]([C:27]1[CH:32]=[CH:31][C:30]([OH:33])=[C:29]([NH:34][S:35]([CH3:38])(=[O:36])=[O:37])[CH:28]=1)[CH2:3][NH:4][CH:5]1[CH2:10][CH2:9][N:8]([C:11]2[CH:12]=[CH:13][C:14]([NH:15][C:16]([NH:18][CH2:19][C:20]([OH:22])=[O:21])=[O:17])=[CH:25][CH:26]=2)[CH2:7][CH2:6]1 |f:1.2|. Procedure: The title compound was prepared from ethyl {[(4-{4-[((2R)-2-hydroxy-2-{4-hydroxy-3-[(methylsulfonyl)amino]phenyl}ethyl)amino]-1-piperidineyl}anilino)carbonyl]-amino}acetate (which was obtained in Example 377) by NaOH hydrolysis as a white solid; 1H NMR (300 MHz, DMSO-d6) δ 1.35-1.55 (m, 2H), 1.80-2.00 (m, 2H), 2.50-2.90 (m, 5H), 2.92 (s, 3H), 3.30-3.50 (m, 2H), 3.59 (d, J=5.9 Hz, 2H), 4.60 (dd, J=8.8, 3.5 Hz, 1H), 6.14 (t, J=5.0 Hz, 1H), 6.80 (d, J=9.1 Hz, 2H), 6.84 (d, J=8.3 Hz, 1H), 7.03 (dd, ...